This data is from the Open Reaction Database (ORD), a public repository of structured organic reaction records. The task is: describe an organic reaction: reactants, conditions, products, and yield Reactants: Clc1nn2c(-c3ccon3)nnc2c2ccccc12, CCn1cc(CO)nn1. Product: CCn1cc(COc2nn3c(-c4ccon4)nnc3c3ccccc23)nn1. As a reaction SMILES: [Cl:1][c:2]1[n:3][n:4]2[c:5]([c:6]3[cH:7][cH:8][cH:9][cH:10][c:11]13)[n:12][n:13][c:14]2-[c:15]1[n:16][o:17][cH:18][cH:19]1.[OH:20][CH2:21][c:22]1[n:23][n:24][n:25]([CH2:27][CH3:28])[cH:26]1>>[c:2]1([O:20][CH2:21][c:22]2[n:23][n:24][n:25]([CH2:27][CH3:28])[cH:26]2)[n:3][n:4]2[c:5]([c:6]3[cH:7][cH:8][cH:9][cH:10][c:11]13)[n:12][n:13][c:14]2-[c:15]1[n:16][o:17][cH:18][cH:19]1.